describe an organic reaction: reactants, conditions, products, and yield From a dataset of the Open Reaction Database (ORD), a public repository of structured organic reaction records. Reactants: [Al+3], CC(C)(C)OC(=O)Oc1ccc(C(C)(C)C)c(OCc2ccccc2)c1, CCOCC, [H-], [H-], [H-], [H-], [Li+], O. Yields the product CC(C)(C)c1ccc(O)cc1OCc1ccccc1. RXN SMILES: [Al+3:33].[C:6]([O:7][c:8]1[cH:9][c:10]([O:18][CH2:19][c:20]2[cH:21][cH:22][cH:23][cH:24][cH:25]2)[c:11]([C:14]([CH3:15])([CH3:16])[CH3:17])[cH:12][cH:13]1)(=[O:26])[O:27][C:28]([CH3:29])([CH3:30])[CH3:31].[CH2:1]([O:2][CH2:3][CH3:4])[CH3:5].[H-:32].[H-:35].[H-:36].[H-:37].[Li+:34].[OH2:38]>>[OH:7][c:8]1[cH:9][c:10]([O:18][CH2:19][c:20]2[cH:21][cH:22][cH:23][cH:24][cH:25]2)[c:11]([C:14]([CH3:15])([CH3:16])[CH3:17])[cH:12][cH:13]1. Reactants: BrC1=C(CCNC(C(F)(F)F)=O)C=CC=C1 (N-(2-bromophenethyl)-2,2,2-trifluoroacetamide), C=O (paraformaldehyde), S(O)(O)(=O)=O (sulfuric acid). Solvent: C(C)(=O)O (acetic acid). Run at time 8 hour. Product: BrC1=C2CCN(CC2=CC=C1)C(C(F)(F)F)=O (1-(5-bromo-3,4-dihydroisoquinolin-2(1H)-yl)-2,2,2-trifluoroethanone). Reaction SMILES: [Br:1][C:2]1[CH:16]=[CH:15][CH:14]=[CH:13][C:3]=1[CH2:4][CH2:5][NH:6][C:7](=[O:12])[C:8]([F:11])([F:10])[F:9].[CH2:17]=O.S(=O)(=O)(O)O>C(O)(=O)C>[Br:1][C:2]1[CH:16]=[CH:15][CH:14]=[C:13]2[C:3]=1[CH2:4][CH2:5][N:6]([C:7](=[O:12])[C:8]([F:10])([F:11])[F:9])[CH2:17]2. Reported procedure: To a suspension of N-(2-bromophenethyl)-2,2,2-trifluoroacetamide (8.88 g, 30 mmol) and paraformaldehyde (13.5 g, 0.45 mol) in 45 mL of glacial acetic acid at room temperature was slowly added 30 mL of sulfuric acid (96.6%). After stirring at room temperature overnight, the reaction mixture was quenched with ice water and extracted with EtOAc, washed with brine and Sat. NaHCO3 and dried over Na2SO4. After concentration, flash chomatography (SiO2, hexane/DCM=1:1) gave of 1-(5-bromo-3,4-dihydroisoq... The reactants are CC(=O)O, O=N[O-], [Na+], O, CC(CN)c1ccc2c(c1)Cc1ccccc1O2. The product is CC(CO)c1ccc2c(c1)Cc1ccccc1O2. RXN SMILES: [CH3:19][C:20]([OH:21])=[O:22].[N:23]([O-:24])=[O:25].[Na+:26].[OH2:27].[cH:1]1[c:2]([CH:15]([CH2:16][NH2:17])[CH3:18])[cH:3][cH:4][c:5]2[c:14]1[CH2:13][c:12]1[c:7]([cH:8][cH:9][cH:10][cH:11]1)[O:6]2>>[cH:1]1[c:2]([CH:15]([CH2:16][OH:21])[CH3:18])[cH:3][cH:4][c:5]2[c:14]1[CH2:13][c:12]1[c:7]([cH:8][cH:9][cH:10][cH:11]1)[O:6]2. Reactants: C(C=C)OC1=CC=C(C=C1)OC1=CC=C(C=C1)F (4-(4-fluorophenoxy)phenyl allyl ether), ClC1=C(C=CC=C1)Cl (1,2-dichlorobenzene). Yields the product FC1=CC=C(OC2=CC(=C(C=C2)O)CC=C)C=C1 (4-(4-fluorophenoxy)-2-allylphenol). Reaction SMILES: C([O:4][C:5]1[CH:10]=[CH:9][C:8]([O:11][C:12]2[CH:17]=[CH:16][C:15]([F:18])=[CH:14][CH:13]=2)=[CH:7][CH:6]=1)C=C.Cl[C:20]1[CH:25]=CC=C[C:21]=1Cl>>[F:18][C:15]1[CH:14]=[CH:13][C:12]([O:11][C:8]2[CH:7]=[CH:6][C:5]([OH:4])=[C:10]([CH2:25][CH:20]=[CH2:21])[CH:9]=2)=[CH:17][CH:16]=1. Reported procedure: 4-(4-fluorophenoxy)phenyl allyl ether (4.00 g, 16.37 mmol) was taken up in 1,2-dichlorobenzene (50 mL) and refluxed for 48 h. After cooling, the solvent was removed in vacuo and the resulting crude oil was chromatographed on silica gel (15% ethyl acetate/hexane) to afford the title compound. The reactants are CO, [K+], COC(=O)c1cc2c(C3OCCO3)cccc2s1, [OH-]. Yields the product O=C(O)c1cc2c(C3OCCO3)cccc2s1. As a reaction SMILES: [CH3:21][OH:22].[K+:20].[O:1]1[CH:2]([c:6]2[cH:7][cH:8][cH:9][c:10]3[s:11][c:12]([C:15](=[O:16])[O:17][CH3:18])[cH:13][c:14]23)[O:3][CH2:4][CH2:5]1.[OH-:19]>>[O:1]1[CH:2]([c:6]2[cH:7][cH:8][cH:9][c:10]3[s:11][c:12]([C:15](=[O:16])[OH:17])[cH:13][c:14]23)[O:3][CH2:4][CH2:5]1. Reactants: C(C1=CC=CC=C1)N=C=O (Benzyl isocyanate), C1(=CC=CC=C1)C1(OC(C2=C1CNCC2)=O)CC(C)C (3-phenyl-3-isobutyl-4,5,6,7-tetrahydrofuro[3,4-c]pyridin-1(3H)-one), compound 2. The solvent is ClCCl (dichloromethane). Reaction conditions: time 1 hour. The product is C(C1=CC=CC=C1)NC(=O)N1CC2=C(CC1)C(OC2(C2=CC=CC=C2)CC(C)C)=O (N-benzyl-3-isobutyl-1-oxo-3-phenyl-3,4,6,7-tetrahydrofuro[3,4-c]pyridine-5(1H)-carboxamide). Isolated yield 68.0%. Reaction SMILES: [CH2:1]([N:8]=[C:9]=[O:10])[C:2]1[CH:7]=[CH:6][CH:5]=[CH:4][CH:3]=1.[C:11]1([C:17]2([CH2:27][CH:28]([CH3:30])[CH3:29])[C:21]3[CH2:22][NH:23][CH2:24][CH2:25][C:20]=3[C:19](=[O:26])[O:18]2)[CH:16]=[CH:15][CH:14]=[CH:13][CH:12]=1>ClCCl>[CH2:1]([NH:8][C:9]([N:23]1[CH2:24][CH2:25][C:20]2[C:19](=[O:26])[O:18][C:17]([CH2:27][CH:28]([CH3:29])[CH3:30])([C:11]3[CH:16]=[CH:15][CH:14]=[CH:13][CH:12]=3)[C:21]=2[CH2:22]1)=[O:10])[C:2]1[CH:7]=[CH:6][CH:5]=[CH:4][CH:3]=1. Procedure details: Benzyl isocyanate (0.02 9 g, 0.22 mmol) was added to a solution of 3-phenyl-3-isobutyl-4,5,6,7-tetrahydrofuro[3,4-c]pyridin-1(3H)-one (0.05 g, 0.184 mmol prepared in a manner analogous to compound 2) in dichloromethane (5 mL) and was stirred at room temperature for 1 h. The solvent was removed and the resulting residue was purified on silica to give the desired product (0.051 g, 68%). 1H NMR (300 MHz, CHLOROFORM-d) δ ppm 0.85 (d, J=6.40 Hz, 3H), 0.89-0.98 (m, 3H), 1.65 (ddd, J=13.56, 6.78, 4.90 ... Procedure: To methyl 3-(3-(3-(hydroxymethyl)pyridin-2-yl)-1H-pyrazol-1-yl)propanoate (51 mg, 0.20 mmol) in DCM (5 mL) was added SOCl2 (1.0 mL) at rt. The reaction mixture was stirred at rt for 4 h and concentrated to dryness. The crude solid was suspended in toluene and concentrated to dryness. The process was repeated three times and dried under vacuum to give methyl 3-(3-(3-(chloromethyl)pyridin-2-yl)-1H-pyrazol-1-yl)propanoate hydrochloride (63 mg) as an off-white solid, which was used for next step wit... Starting materials: OCC=1C(=NC=CC1)C1=NN(C=C1)CCC(=O)OC (methyl 3-(3-(3-(hydroxymethyl)pyridin-2-yl)-1H-pyrazol-1-yl)propanoate), O=S(Cl)Cl (SOCl2). The product is Cl.ClCC=1C(=NC=CC1)C1=NN(C=C1)CCC(=O)OC (methyl 3-(3-(3-(chloromethyl)pyridin-2-yl)-1H-pyrazol-1-yl)propanoate hydrochloride). Solvent: C(Cl)Cl (DCM). Run at time 4 hour. RXN SMILES: O[CH2:2][C:3]1[C:4]([C:9]2[CH:13]=[CH:12][N:11]([CH2:14][CH2:15][C:16]([O:18][CH3:19])=[O:17])[N:10]=2)=[N:5][CH:6]=[CH:7][CH:8]=1.O=S(Cl)[Cl:22]>C(Cl)Cl>[ClH:22].[Cl:22][CH2:2][C:3]1[C:4]([C:9]2[CH:13]=[CH:12][N:11]([CH2:14][CH2:15][C:16]([O:18][CH3:19])=[O:17])[N:10]=2)=[N:5][CH:6]=[CH:7][CH:8]=1 |f:3.4|.